From a dataset of the Open Reaction Database (ORD), a public repository of structured organic reaction records. describe an organic reaction: reactants, conditions, products, and yield Reactants: C(C=C)OC(=O)N1[C@@H](C[C@H](C1)OS(=O)(=O)C)CCN1C=NC(=C1)CC(N)=O ((2R,4R)-1-Allyloxycarbonyl-2-{2-(4-carbamoylmethyl-imidazol-1-yl) ethyl}-4-methanesulfonyloxypyrrolidine), C(C1=CC=CC=C1)(=S)O (thiobenzoic acid), CC(C)([O-])C.[K+] (potassium t-butoxide). Product: C(C=C)OC(=O)N1[C@@H](C[C@@H](C1)SC(C1=CC=CC=C1)=O)CCN1C=NC(=C1)CC(N)=O ((2R,4S)-1-allyloxycarbonyl-4-benzoylthio-2-[2-(4-carbamoylmethyl-imidazol-1-yl) ethyl]pyrrolidine). Reaction SMILES: [CH2:1]([O:4][C:5]([N:7]1[CH2:11][C@H:10](OS(C)(=O)=O)[CH2:9][C@H:8]1[CH2:17][CH2:18][N:19]1[CH:23]=[C:22]([CH2:24][C:25](=[O:27])[NH2:26])[N:21]=[CH:20]1)=[O:6])[CH:2]=[CH2:3].[C:28]([OH:36])(=[S:35])[C:29]1[CH:34]=[CH:33][CH:32]=[CH:31][CH:30]=1.CC(C)([O-])C.[K+]>>[CH2:1]([O:4][C:5]([N:7]1[CH2:11][C@@H:10]([S:35][C:28](=[O:36])[C:29]2[CH:34]=[CH:33][CH:32]=[CH:31][CH:30]=2)[CH2:9][C@H:8]1[CH2:17][CH2:18][N:19]1[CH:23]=[C:22]([CH2:24][C:25](=[O:27])[NH2:26])[N:21]=[CH:20]1)=[O:6])[CH:2]=[CH2:3] |f:2.3|. Procedure: (2R,4R)-1-Allyloxycarbonyl-2-{2-(4-carbamoylmethyl-imidazol-1-yl) ethyl}-4-methanesulfonyloxypyrrolidine (2.74 g) were reacted with thiobenzoic acid (1.69 ml) and potassium t-butoxide (1.54 g) in substantially the same manner as Preparation 19-2) to give (2R,4S)-1-allyloxycarbonyl-4-benzoylthio-2-[2-(4-carbamoylmethyl-imidazol-1-yl) ethyl]pyrrolidine (2.30 g) as a yellow solid. Starting materials: CN(C=1SC=C(N1)C=O)CC#CI (2-(N-methyl-3-iodo-2-propynylamino)-4-formylthiazole), CO (methanol), Cl.NO (hydroxylamine hydrochloride). The solvent is C(C)N(CC)CC (triethylamine). Reaction conditions: time 4 hour. Yields the product CN(C=1SC=C(N1)C=NO)CC#CI (2-(N-methyl-3-iodo-2-propynylamino)-4-hydroxyiminomethylthiazole). RXN SMILES: [CH3:1][N:2]([CH2:10][C:11]#[C:12][I:13])[C:3]1[S:4][CH:5]=[C:6]([CH:8]=O)[N:7]=1.CO.Cl.[NH2:17][OH:18]>C(N(CC)CC)C>[CH3:1][N:2]([CH2:10][C:11]#[C:12][I:13])[C:3]1[S:4][CH:5]=[C:6]([CH:8]=[N:17][OH:18])[N:7]=1 |f:2.3|. Procedure: To 2-(N-methyl-3-iodo-2-propynylamino)-4-formylthiazole (No. 21) (72 mg) were added methanol (5 ml), triethylamine (0.2 ml) and hydroxylamine hydrochloride (24 mg) and the mixture was stirred at room temperature for 4 hours and evaporated to remove the solvent. After addition of a 5% aqueous solution of potassium carbonate, the residue was extracted with chloroform. The extract was washed with water, dried and evaporated to remove the solvent. The crystalline residue was treated with acetone to ... The reactants are [N+](=O)([O-])C=1C=C(NC(\C=C(\C)/OC)=O)C=CC1 (m-nitro-3-methoxy-crotonanilide), C(C)O (ethanol), Be hydrochloric acid. Reagents/catalysts: [Fe] (iron). The solvent is O (water). Run at temperature 27 celsius, time 2 hour. Yields the product NC=1C=C(NC(\C=C(\C)/OC)=O)C=CC1 (m-amino-3-methoxy-crotonanilide). Yield: 82.4%. As a reaction SMILES: [N+:1]([C:4]1[CH:5]=[C:6]([CH:15]=[CH:16][CH:17]=1)[NH:7][C:8](=[O:14])/[CH:9]=[C:10](\[O:12][CH3:13])/[CH3:11])([O-])=O.C(O)C>[Fe].O>[NH2:1][C:4]1[CH:5]=[C:6]([CH:15]=[CH:16][CH:17]=1)[NH:7][C:8](=[O:14])/[CH:9]=[C:10](\[O:12][CH3:13])/[CH3:11]. Reported procedure: 48 g of powdered iron were added over 15 minutes at 20° C. to a mixture of 18.9 g of m-nitro-3-methoxy-crotonanilide, 64 ml of 95% ethanol, 16 ml of water and 0.8 ml of 22° Be hydrochloric acid and the mixture was stirred for 11/2 hours at 27° C. The interior temperature was raised to 60° C. and the temperature was slowly lowered to 25° C. The mixture was filtered and the filtrate was evaporated to dryness under reduced pressure to obtain 13.6 g of m-amino-3-methoxy-crotonanilide. The product me... Reactants: C(CCC)[Li] (n-Butyllithium), C(C1=CC=CC=C1)OC1=CC=C(C=C1)Br (1-(benzyloxy)-4-bromobenzene), O=C1CCN(CC1)C(=O)OCC1=CC=CC=C1 (benzyl 4-oxopiperidine-1-carboxylate). Solvent: C1CCOC1 (THF), C1CCOC1 (THF). Conditions: temperature -78 celsius, time 1 hour. Product: C(C1=CC=CC=C1)OC1=CC=C(C=C1)C1(CCN(CC1)C(=O)OCC1=CC=CC=C1)O (benzyl 4-[4-(benzyloxy)phenyl]-4-hydroxypiperidine-1-carboxylate). Yield: 37.7%. Reaction SMILES: C([Li])CCC.[CH2:6]([O:13][C:14]1[CH:19]=[CH:18][C:17](Br)=[CH:16][CH:15]=1)[C:7]1[CH:12]=[CH:11][CH:10]=[CH:9][CH:8]=1.[O:21]=[C:22]1[CH2:27][CH2:26][N:25]([C:28]([O:30][CH2:31][C:32]2[CH:37]=[CH:36][CH:35]=[CH:34][CH:33]=2)=[O:29])[CH2:24][CH2:23]1>C1COCC1>[CH2:6]([O:13][C:14]1[CH:19]=[CH:18][C:17]([C:22]2([OH:21])[CH2:23][CH2:24][N:25]([C:28]([O:30][CH2:31][C:32]3[CH:37]=[CH:36][CH:35]=[CH:34][CH:33]=3)=[O:29])[CH2:26][CH2:27]2)=[CH:16][CH:15]=1)[C:7]1[CH:12]=[CH:11][CH:10]=[CH:9][CH:8]=1. Procedure: n-Butyllithium (1.6M in hexane, 42.9 ml, 107.18 mmol) was added dropwise to 1-(benzyloxy)-4-bromobenzene (28.2 g, 107.18 mmol, CAS 6793-92-6) in THF (367 ml) at −78° C. over a period of 15 minutes under nitrogen. The resulting solution was stirred at −78° C. for 1 hour then benzyl 4-oxopiperidine-1-carboxylate (20 g, 85.74 mmol) in THF (122 ml) was added dropwise. The resulting mixture was stirred at −78° C. for 10 minutes, then allowed to warm to room temperature and stirred for 16 hours. The r... As a reaction SMILES: [Cl:1][C:2]1[CH:7]=[CH:6][CH:5]=[CH:4][C:3]=1[S:8]([C@H:11]1[CH2:15][NH:14][C@H:13]([C:16]([NH:18][C:19]2([C:22]#[N:23])[CH2:21][CH2:20]2)=[O:17])[CH2:12]1)(=[O:10])=[O:9].[CH:24]1([N:30]2[CH2:33][CH2:32][CH:31]2[C:34]([O-])=[O:35])[CH2:29][CH2:28][CH2:27][CH2:26][CH2:25]1.[Li+]>>[Cl:1][C:2]1[CH:7]=[CH:6][CH:5]=[CH:4][C:3]=1[S:8]([C@H:11]1[CH2:15][N:14]([C:34]([CH:31]2[CH2:32][CH2:33][N:30]2[CH:24]2[CH2:25][CH2:26][CH2:27][CH2:28][CH2:29]2)=[O:35])[C@H:13]([C:16]([NH:18][C:19]2([C:22]#[N:23])[CH2:21][CH2:20]2)=[O:17])[CH2:12]1)(=[O:10])=[O:9] |f:1.2|. Yields the product ClC1=C(C=CC=C1)S(=O)(=O)[C@@H]1C[C@H](N(C1)C(=O)C1N(CC1)C1CCCCC1)C(=O)NC1(CC1)C#N ((2S,4R)-4-(2-chlorophenylsulfonyl)-N-(1-cyanocyclopropyl)-1-(1-cyclohexylazetidine-2-carbonyl)pyrrolidine-2-carboxamide), solid. Yield: 69.0%. Starting materials: ClC1=C(C=CC=C1)S(=O)(=O)[C@@H]1C[C@H](NC1)C(=O)NC1(CC1)C#N ((2S,4R)-4-(2-chlorophenylsulfonyl)-N-(1-cyanocyclopropyl)pyrrolidine-2-carboxamide), C1(CCCCC1)N1C(CC1)C(=O)[O-].[Li+] (lithium 1-cyclohexylazetidine-2-carboxylate). Reported procedure: The reaction of (2S,4R)-4-(2-chlorophenylsulfonyl)-N-(1-cyanocyclopropyl)pyrrolidine-2-carboxamide 7H and lithium 1-cyclohexylazetidine-2-carboxylate 20A carried out according to the general procedure L yielded (2S,4R)-4-(2-chlorophenylsulfonyl)-N-(1-cyanocyclopropyl)-1-(1-cyclohexylazetidine-2-carbonyl)pyrrolidine-2-carboxamide 1:1 epimers as an off-white solid (69%). MS ISP (m/e): 519.2 (100) [(M+H)]]+. The reactants are C(C1=CC=CC=C1)N(C1(COCC1)CNC1=CC(=NC2=CC=C(C=C12)C)N1CCS(C2=C(C1)C=CC=C2)(=O)=O)CC2=CC=CC=C2 (N-{[3-(Dibenzylamino)tetrahydrofuran-3-yl]methyl}-2-(1,1-dioxido-2,3-dihydro-1,4-benzothiazepin-4(5H)-yl)-6-methylquinolin-4-amine), O[C@H]1[C@@H](CNC1)NC(OC(C)(C)C)=O (tert-butyl (trans-4-hydroxypyrrolidin-3-yl)carbamate), tri(dibenzylideneacetone)dipalladium(0), C1(CCCCC1)P(C1=C(C=CC=C1)C1=C(C=CC=C1)N(C)C)C1CCCCC1 ((2′-dicyclohexylphosphanyl-biphenyl-2-yl)-dimethyl-amine), CC(C)([O-])C.[Na+] (sodium tert-butoxide). Solvent: O1CCOCC1 (1,4-dioxane). Run at temperature 120 celsius, time 2 hour. Product: O=S1(CCN(CC2=C1C=CC=C2)C2=NC1=CC=NC=C1C(=C2)N2C[C@H]([C@@H](C2)NC(=O)OC(C)(C)C)O)=O (tert-Butyl trans-1-[2-(1,1-dioxido-2,3-dihydro-1,4-benzothiazepin-4(5H)-yl)-1,6-naphthyridin-4-yl]-3-hydroxypyrrolidin-4-carbamate). The yield is 10.2%. RXN SMILES: C(N(CC1C=CC=CC=1)[C:9]1([CH2:14][NH:15][C:16]2[C:25]3[C:20](=CC=C(C)[CH:24]=3)[N:19]=[C:18]([N:27]3[CH2:33][C:32]4[CH:34]=[CH:35][CH:36]=[CH:37][C:31]=4[S:30](=[O:39])(=[O:38])[CH2:29][CH2:28]3)[CH:17]=2)CCOC1)C1C=CC=CC=1.[OH:47][C@@H:48]1[CH2:52][NH:51][CH2:50][C@H:49]1[NH:53][C:54](=[O:60])[O:55][C:56]([CH3:59])([CH3:58])[CH3:57].C1(P(C2CCCCC2)C2C=CC=CC=2C2C=CC=CC=2N(C)C)CCCCC1.CC(C)([O-])C.[Na+]>O1CCOCC1>[O:38]=[S:30]1(=[O:39])[C:31]2[CH:37]=[CH:36][CH:35]=[CH:34][C:32]=2[CH2:33][N:27]([C:18]2[CH:17]=[C:24]([N:51]3[CH2:50][C@@H:49]([NH:53][C:54]([O:55][C:56]([CH3:57])([CH3:59])[CH3:58])=[O:60])[C@H:48]([OH:47])[CH2:52]3)[C:25]3[C:20](=[CH:9][CH:14]=[N:15][CH:16]=3)[N:19]=2)[CH2:28][CH2:29]1 |f:3.4|. Reported procedure: To a solution of -(4-chloro-1,6-naphthyridin-2-yl)-2,3,4,5-tetrahydro-1,4-benzothiazepine 1,1-dioxide (300 mg, 0.84 mmol, prepared in analogy to 4-(4-chloro-6-methylquinolin-2-yl)-2,3,4,5-tetrahydro-1,4-benzothiazepine 1,1-dioxide in Example 2-1 by using 2,3,4,5-tetrahydro-1,4-benzothiazepine and 2,4-dichloro-1,6-naphthyridine) in 1,4-dioxane (5 mL) was added tert-butyl (trans-4-hydroxypyrrolidin-3-yl)carbamate (204 mg, 1.02 mmol), tri(dibenzylideneacetone)dipalladium(0) (39 mg, 0.042 mmol), (2′... The reactants are B, B, CCc1c(C(=O)O)oc2ccc(Br)cc12, CO, C1CCOC1, C1CCOC1. Product: CCc1c(CO)oc2ccc(Br)cc12. RXN SMILES: [BH3:21].[BH3:24].[Br:1][c:2]1[cH:3][cH:4][c:5]2[c:6]([c:7]([CH2:13][CH3:14])[c:8]([C:10](=[O:11])[OH:12])[o:9]2)[cH:15]1.[CH3:22][OH:23].[O:16]1[CH2:17][CH2:18][CH2:19][CH2:20]1.[O:25]1[CH2:26][CH2:27][CH2:28][CH2:29]1>>[Br:1][c:2]1[cH:3][cH:4][c:5]2[c:6]([c:7]([CH2:13][CH3:14])[c:8]([CH2:10][OH:11])[o:9]2)[cH:15]1. The reactants are CCC1(C(=O)[O-])CCc2ccc(OCCBr)cc2O1, O=C([O-])[O-], CCCc1cc(Oc2ccccc2)ccc1O, [Cs+], [Cs+], CN(C)C=O. Product: CCCc1cc(Oc2ccccc2)ccc1OCCOc1ccc2c(c1)OC(CC)(C(=O)O)CC2. Reaction SMILES: [Br:1][CH2:2][CH2:3][O:4][c:5]1[cH:6][cH:7][c:8]2[c:13]([cH:14]1)[O:12][C:11]([C:15](=[O:16])[O-:17])([CH2:18][CH3:19])[CH2:10][CH2:9]2.[C:37](=[O:38])([O-:39])[O-:40].[CH2:20]([CH2:21][CH3:22])[c:23]1[c:24]([OH:36])[cH:25][cH:26][c:27]([O:29][c:30]2[cH:31][cH:32][cH:33][cH:34][cH:35]2)[cH:28]1.[Cs+:41].[Cs+:42].[O:43]=[CH:44][N:45]([CH3:46])[CH3:47]>>[CH2:2]([CH2:3][O:4][c:5]1[cH:6][cH:7][c:8]2[c:13]([cH:14]1)[O:12][C:11]([C:15](=[O:16])[OH:17])([CH2:18][CH3:19])[CH2:10][CH2:9]2)[O:36][c:24]1[c:23]([CH2:20][CH2:21][CH3:22])[cH:28][c:27]([O:29][c:30]2[cH:31][cH:32][cH:33][cH:34][cH:35]2)[cH:26][cH:25]1.